Task: describe an organic reaction: reactants, conditions, products, and yield. Dataset: the Open Reaction Database (ORD), a public repository of structured organic reaction records The reactants are CN1C(=NN=C1C1=CC=CC=C1)CCCC=C (4-methyl-3-(4-penten-1-yl)-5-phenyl-4H-1,2,4-triazole), O (Water). Reagents/catalysts: O=[Os](=O)(=O)=O (OsO4). The solvent is C1CCOC1.O (THF H2O). Product: CN1C(=NN=C1C1=CC=CC=C1)CCCC=O (4-(4-methyl-5-phenyl-4H-1,2,4-triazol-3-yl)butanal). Reaction SMILES: [CH3:1][N:2]1[C:6]([C:7]2[CH:12]=[CH:11][CH:10]=[CH:9][CH:8]=2)=[N:5][N:4]=[C:3]1[CH2:13][CH2:14][CH2:15][CH:16]=C.[OH2:18]>C1COCC1.O.O=[Os](=O)(=O)=O>[CH3:1][N:2]1[C:6]([C:7]2[CH:12]=[CH:11][CH:10]=[CH:9][CH:8]=2)=[N:5][N:4]=[C:3]1[CH2:13][CH2:14][CH2:15][CH:16]=[O:18] |f:2.3|. Reported procedure: To a solution of 4-methyl-3-(4-penten-1-yl)-5-phenyl-4H-1,2,4-triazole (196 mg, 0.86 mmol) in THF/H2O (7.5/1.5 ml) were added OsO4 (4% solution in water, 0.04 mmol) and NalO4 (2.6 mmol). The solution was stirred o.n. at r.t. Water was added and product was extract with DCM. The organic phase was separated, dried over Na2SO4 and filtered. Volatiles were evaporated in vacuo to give 178 mg of the title compound as an oil, which was used in the subsequent step without further purification. Yields the product N#CCCCCCCn1c(-c2ccccc2)nc(-c2ccccc2)c1-c1ccccc1. Starting materials: BrCCCCCCn1c(-c2ccccc2)nc(-c2ccccc2)c1-c1ccccc1, CS(C)=O, N#C[Na], O. Reaction SMILES: [Br:1][CH2:2][CH2:3][CH2:4][CH2:5][CH2:6][CH2:7][n:8]1[c:9](-[c:25]2[cH:26][cH:27][cH:28][cH:29][cH:30]2)[n:10][c:11](-[c:19]2[cH:20][cH:21][cH:22][cH:23][cH:24]2)[c:12]1-[c:13]1[cH:14][cH:15][cH:16][cH:17][cH:18]1.[CH3:35][S:36]([CH3:37])=[O:38].[Na:31][C:32]#[N:33].[OH2:34]>>[CH2:2]([CH2:3][CH2:4][CH2:5][CH2:6][CH2:7][n:8]1[c:9](-[c:25]2[cH:26][cH:27][cH:28][cH:29][cH:30]2)[n:10][c:11](-[c:19]2[cH:20][cH:21][cH:22][cH:23][cH:24]2)[c:12]1-[c:13]1[cH:14][cH:15][cH:16][cH:17][cH:18]1)[C:32]#[N:33]. Solvent: CS(=O)C (DMSO). Reaction conditions: time 23 hour. Procedure details: To a solution of (3R)-octahydro-2H-pyrazino[1,2-a]pyrazin-3-ylmethanol (D89, Mixture of diastereoisomers of unknown ratio, 83.5 mg, 0.496 mmol) in 1.6 mL of DMSO were added K2CO3 (78 mg) and 2-[3,5-bis(trifluoromethyl)phenyl]-N-[6-chloro-4-(4-fluoro-2-methylphenyl)-3-pyridinyl]-N,2-dimethylpropanamide [WO 2005/002577] (100 mg). The reaction was left at 150° C. for 23 h. It was checked by UPLC/MS, which showed a peak for the expected product at 0.71 min. (m/z=668 (M+1), 334 (M+2)/2). The solution... Starting materials: C1C2N(C[C@@H](N1)CO)CCNC2 ((3R)-octahydro-2H-pyrazino[1,2-a]pyrazin-3-ylmethanol), C(=O)([O-])[O-].[K+].[K+] (K2CO3), FC(C=1C=C(C=C(C1)C(F)(F)F)C(C(=O)N(C)C=1C=NC(=CC1C1=C(C=C(C=C1)F)C)Cl)(C)C)(F)F (2-[3,5-bis(trifluoromethyl)phenyl]-N-[6-chloro-4-(4-fluoro-2-methylphenyl)-3-pyridinyl]-N,2-dimethylpropanamide). RXN SMILES: [CH2:1]1[NH:6][C@@H:5]([CH2:7][OH:8])[CH2:4][N:3]2[CH2:9][CH2:10][NH:11][CH2:12][CH:2]12.C([O-])([O-])=O.[K+].[K+].[F:19][C:20]([F:54])([F:53])[C:21]1[CH:22]=[C:23]([C:31]([CH3:52])([CH3:51])[C:32]([N:34]([C:36]2[CH:37]=[N:38][C:39](Cl)=[CH:40][C:41]=2[C:42]2[CH:47]=[CH:46][C:45]([F:48])=[CH:44][C:43]=2[CH3:49])[CH3:35])=[O:33])[CH:24]=[C:25]([C:27]([F:30])([F:29])[F:28])[CH:26]=1>CS(C)=O>[F:30][C:27]([F:28])([F:29])[C:25]1[CH:24]=[C:23]([C:31]([CH3:52])([CH3:51])[C:32]([N:34]([C:36]2[CH:37]=[N:38][C:39]([N:11]3[CH2:10][CH2:9][N:3]4[CH2:4][C@H:5]([CH2:7][OH:8])[NH:6][CH2:1][CH:2]4[CH2:12]3)=[CH:40][C:41]=2[C:42]2[CH:47]=[CH:46][C:45]([F:48])=[CH:44][C:43]=2[CH3:49])[CH3:35])=[O:33])[CH:22]=[C:21]([C:20]([F:54])([F:19])[F:53])[CH:26]=1 |f:1.2.3|. Yields the product FC(C=1C=C(C=C(C1)C(F)(F)F)C(C(=O)N(C)C=1C=NC(=CC1C1=C(C=C(C=C1)F)C)N1CC2N(CC1)C[C@@H](NC2)CO)(C)C)(F)F (2-[3,5-bis(trifluoromethyl)phenyl]-N-{4-(4-fluoro-2-methylphenyl)-6-[(7R)-7-(hydroxymethyl)octahydro-2H-pyrazino[1,2-a]pyrazin-2-yl]-3-pyridinyl}-N,2-dimethylpropanamide). The reactants are CCO, [K+], CCOC(=O)C(CCOc1ccccc1)Cc1ccc(OCCNC(=O)c2ccc(-c3ccccn3)cc2)cc1, [OH-]. Yields the product O=C(NCCOc1ccc(CC(CCOc2ccccc2)C(=O)O)cc1)c1ccc(-c2ccccn2)cc1. RXN SMILES: [CH3:43][CH2:44][OH:45].[K+:2].[O:3]([c:4]1[cH:5][cH:6][cH:7][cH:8][cH:9]1)[CH2:10][CH2:11][CH:12]([C:13](=[O:14])[O:15][CH2:16][CH3:17])[CH2:18][c:19]1[cH:20][cH:21][c:22]([O:25][CH2:26][CH2:27][NH:28][C:29]([c:30]2[cH:31][cH:32][c:33](-[c:36]3[n:37][cH:38][cH:39][cH:40][cH:41]3)[cH:34][cH:35]2)=[O:42])[cH:23][cH:24]1.[OH-:1]>>[O:3]([c:4]1[cH:5][cH:6][cH:7][cH:8][cH:9]1)[CH2:10][CH2:11][CH:12]([C:13](=[O:14])[OH:15])[CH2:18][c:19]1[cH:20][cH:21][c:22]([O:25][CH2:26][CH2:27][NH:28][C:29]([c:30]2[cH:31][cH:32][c:33](-[c:36]3[n:37][cH:38][cH:39][cH:40][cH:41]3)[cH:34][cH:35]2)=[O:42])[cH:23][cH:24]1. Reactants: CN(C)C=O (DMF), COC(N=C(C(=NC1=CC=C(C=C1)C1=NOC(=N1)C(F)(F)F)C=1C(=C2CCCOC2=C(C1)OC)F)SC)=O ([2-(5-fluoro-8-methoxychroman-6-yl)-2-[4-(5-trifluoromethyl-[1,2,4]oxadiazol-3-yl)phenylimino]-1-methylsulfanylethylidene]carbamic acid methyl ester), C(C)OC(=O)C1=C(N=CS1)NN (4-hydrazinothiazole-5-carboxylic acid ethyl ester). Solvent: C(C)N(CC)CC (triethylamine). Conditions: temperature 85 celsius, time 20 hour. The product is C(C)OC(=O)C1=C(N=CS1)N1N=C(NC1=O)C(NC1=CC=C(C=C1)C1=NOC(=N1)C(F)(F)F)C=1C(=C2CCCOC2=C(C1)OC)F (4-(3-{(5-Fluoro-8-methoxychroman-6-yl)-[4-(5-trifluoromethyl-[1,2,4]oxadiazol-3-yl)phenylamino]methyl}-5-oxo-4,5-dihydro-[1,2,4]triazol-1-yl)thiazole-5-carboxylic acid ethyl ester). Isolated yield 56.6%. RXN SMILES: CN(C=O)C.CO[C:8](=[O:43])[N:9]=[C:10](SC)[C:11]([C:28]1[C:29]([F:40])=[C:30]2[C:35](=[C:36]([O:38][CH3:39])[CH:37]=1)[O:34][CH2:33][CH2:32][CH2:31]2)=[N:12][C:13]1[CH:18]=[CH:17][C:16]([C:19]2[N:23]=[C:22]([C:24]([F:27])([F:26])[F:25])[O:21][N:20]=2)=[CH:15][CH:14]=1.[CH2:44]([O:46][C:47]([C:49]1[S:53][CH:52]=[N:51][C:50]=1[NH:54][NH2:55])=[O:48])[CH3:45]>C(N(CC)CC)C>[CH2:44]([O:46][C:47]([C:49]1[S:53][CH:52]=[N:51][C:50]=1[N:54]1[C:8](=[O:43])[NH:9][C:10]([CH:11]([C:28]2[C:29]([F:40])=[C:30]3[C:35](=[C:36]([O:38][CH3:39])[CH:37]=2)[O:34][CH2:33][CH2:32][CH2:31]3)[NH:12][C:13]2[CH:18]=[CH:17][C:16]([C:19]3[N:23]=[C:22]([C:24]([F:27])([F:26])[F:25])[O:21][N:20]=3)=[CH:15][CH:14]=2)=[N:55]1)=[O:48])[CH3:45]. Procedure: To 4 ml of a DMF solution containing 111 mg of [2-(5-fluoro-8-methoxychroman-6-yl)-2-[4-(5-trifluoromethyl-[1,2,4]oxadiazol-3-yl)phenylimino]-1-methylsulfanylethylidene]carbamic acid methyl ester (Example (189a)), 37 mg of 4-hydrazinothiazole-5-carboxylic acid ethyl ester (Example (185c)) and 0.031 ml of triethylamine were added. The resulting mixture was stirred at 85° C. for 20 hours under a nitrogen atmosphere. The reaction mixture was concentrated. The residue was dissolved in 4 ml of methan...